This data is from the Open Reaction Database (ORD), a public repository of structured organic reaction records. The task is: describe an organic reaction: reactants, conditions, products, and yield Reactants: N(=[N+]=[N-])[C@@H](C)C=1C(=NC2=C(C=CC=C2C1)F)C1=CC(=CC=C1)F (3-((S)-1-Azidoethyl)-8-fluoro-2-(3-fluorophenyl)quinoline), C([O-])([O-])=O.[Na+].[Na+] (sodium carbonate), FC=1C=C(C=CC1)B(O)O (3-fluoro-phenylboronic acid), N(=[N+]=[N-])[C@@H](C)C=1C(=NC2=C(C=CC=C2C1)F)Cl ((S)-3-(1-azidoethyl)-2-chloro-8-fluoroquinoline), tetrakis triphenylphosphine palladium (0). Product: FC=1C=CC=C2C=CC(=NC12)C1=CC(=CC=C1)F (8-fluoro-2-(3-fluorophenyl)quinoline). RXN SMILES: N([C@H]([C:6]1[C:7]([C:17]2[CH:22]=[CH:21][CH:20]=[C:19]([F:23])[CH:18]=2)=[N:8][C:9]2[C:14]([CH:15]=1)=[CH:13][CH:12]=[CH:11][C:10]=2[F:16])C)=[N+]=[N-].N([C@H](C1C(Cl)=NC2C(C=1)=CC=CC=2F)C)=[N+]=[N-].C(=O)([O-])[O-].[Na+].[Na+].FC1C=C(B(O)O)C=CC=1>>[F:16][C:10]1[CH:11]=[CH:12][CH:13]=[C:14]2[C:9]=1[N:8]=[C:7]([C:17]1[CH:22]=[CH:21][CH:20]=[C:19]([F:23])[CH:18]=1)[CH:6]=[CH:15]2 |f:2.3.4|. Procedure: 3-((S)-1-Azidoethyl)-8-fluoro-2-(3-fluorophenyl)quinoline was made according to Procedure BSL-1 using (S)-3-(1-azidoethyl)-2-chloro-8-fluoroquinoline (50 mg, 0.199 mmol), tetrakis triphenylphosphine palladium (0) (9 mg, 0.008 μmol, 0.04 eq), sodium carbonate (106 mg, 0.997 mmol, 5 eq), and 3-fluoro-phenylboronic acid (42 mg, 0.299 mmol, 1.5 eq). 34(S)-1-azidoethyl)-8-fluoro-2-(3-fluorophenyl)quinoline was obtained after purification. 1H NMR (400 MHz, CDCl3) δ ppm 8.39 (d, J=1.6 Hz, 1H), 7.71 (br... The reactants are CC(C)=O, OC1(c2ccc3c(c2)OCO3)CCC2(CC1)OCCO2, O. Product: O=C1CCC(O)(c2ccc3c(c2)OCO3)CC1. As a reaction SMILES: [CH3:22][C:23](=[O:24])[CH3:25].[O:1]1[CH2:2][O:3][c:4]2[c:5]1[cH:6][cH:7][c:8]([C:10]1([OH:20])[CH2:11][CH2:12][C:13]3([O:14][CH2:17][CH2:16][O:15]3)[CH2:18][CH2:19]1)[cH:9]2.[OH2:21]>>[O:1]1[CH2:2][O:3][c:4]2[c:5]1[cH:6][cH:7][c:8]([C:10]1([OH:20])[CH2:11][CH2:12][C:13](=[O:14])[CH2:18][CH2:19]1)[cH:9]2.